This data is from the Open Reaction Database (ORD), a public repository of structured organic reaction records. The task is: describe an organic reaction: reactants, conditions, products, and yield The reactants are C(C)(C)(C)OC(=O)N1C(OC[C@@H]1CCS(=O)(=O)C1=CC=C(C=C1)F)(C)C ((S)-4-[2-(4-fluoro-phenylsulfonyl)-ethyl]-2,2-dimethyl-oxazolidine-3-carboxylic acid tert-butyl ester), Cl (HCl). Solvent: C(C)O (ethanol). Conditions: time 4 hour. Yields the product N[C@H](CO)CCS(=O)(=O)C1=CC=C(C=C1)F ((S)-2-amino-4-(4-fluoro-phenylsulfonyl)-butan-1-ol). Isolated yield 74.6%. Reaction SMILES: C(OC([N:8]1[C@@H:12]([CH2:13][CH2:14][S:15]([C:18]2[CH:23]=[CH:22][C:21]([F:24])=[CH:20][CH:19]=2)(=[O:17])=[O:16])[CH2:11][O:10]C1(C)C)=O)(C)(C)C.Cl>C(O)C>[NH2:8][C@@H:12]([CH2:13][CH2:14][S:15]([C:18]1[CH:19]=[CH:20][C:21]([F:24])=[CH:22][CH:23]=1)(=[O:17])=[O:16])[CH2:11][OH:10]. Reported procedure: To (S)-4-[2-(4-fluoro-phenylsulfonyl)-ethyl]-2,2-dimethyl-oxazolidine-3-carboxylic acid tert-butyl ester (0.21 g) was added under an argon atmosphere 5.5 M HCl solution in ethanol (2 ml). The mixture was stirred for 4 h. The mixture was concentrated. The residue was dissolved in dichloromethane and an excess of ammonia in methanol and some silica gel was added. The solvents were evaporated and the crude product was purified by column chromatography (column: Isolute® Flash-NH2 from Separtis; elue... The reactants are C(C)(=O)NC1=CC(=C(C=C1NC(C)=O)Cl)N (4,5-diacetamido-2-amino-1-chlorobenzene), COC1OC(CC1)OC (2,5-dimethoxytetrahydrofuran). Run in C(C)(=O)O (acetic acid). Product: ClC1=C(C=C(C(=C1)NC(C)=O)NC(C)=O)N1C=CC=C1 (N-(2-chloro-4,5-diacetamidophenyl)pyrrole). Reaction SMILES: [C:1]([NH:4][C:5]1[C:10]([NH:11][C:12](=[O:14])[CH3:13])=[CH:9][C:8]([Cl:15])=[C:7]([NH2:16])[CH:6]=1)(=[O:3])[CH3:2].CO[CH:19]1[CH2:23][CH2:22][CH:21](OC)O1>C(O)(=O)C>[Cl:15][C:8]1[CH:9]=[C:10]([NH:11][C:12](=[O:14])[CH3:13])[C:5]([NH:4][C:1](=[O:3])[CH3:2])=[CH:6][C:7]=1[N:16]1[CH:19]=[CH:23][CH:22]=[CH:21]1. Procedure details: 3 g (12.4 mmol) of 4,5-diacetamido-2-amino-1-chlorobenzene and 1.6 g (12.4 mmol) of 2,5-dimethoxytetrahydrofuran in 150 ml of acetic acid were refluxed for 30 minutes. The reaction mixture was concentrated, the residue was washed with water and ethyl acetate, and the organic phase was worked up. Starting materials: C(C)OC(C1=CC=C(C=C1)N)=O (4-amino-benzoic acid ethyl ester), BrC=1C=C(C=NC1)C=O (5-bromo-pyridine-3-carbaldehyde). The reagents and catalysts are C1(=CC=C(C=C1)S(=O)(=O)O)C (p-toluenesulfonic acid). Solvent: C1(=CC=CC=C1)C (toluene). Product: C(C)OC(C1=CC=C(C=C1)N=CC=1C=NC=C(C1)Br)=O (4-[(5-bromo-pyridin-3-ylmethylene)-amino]-benzoic acid ethyl ester). The yield is 99.8%. RXN SMILES: [CH2:1]([O:3][C:4](=[O:12])[C:5]1[CH:10]=[CH:9][C:8]([NH2:11])=[CH:7][CH:6]=1)[CH3:2].[Br:13][C:14]1[CH:15]=[C:16]([CH:20]=O)[CH:17]=[N:18][CH:19]=1>C1(C)C=CC=CC=1.C1(C)C=CC(S(O)(=O)=O)=CC=1>[CH2:1]([O:3][C:4](=[O:12])[C:5]1[CH:10]=[CH:9][C:8]([N:11]=[CH:20][C:16]2[CH:17]=[N:18][CH:19]=[C:14]([Br:13])[CH:15]=2)=[CH:7][CH:6]=1)[CH3:2]. Procedure: A mixture of 4-amino-benzoic acid ethyl ester (8.06 g, 49 mmol), 5-bromo-pyridine-3-carbaldehyde (10 g, 54 mmol) and p-toluenesulfonic acid (190 mg, 1 mmol) in toluene (300 mL) was heated to reflux for 12 h. Then the reaction mixture cooled to room temperature. The solvent was removed in vacuo and the residue was washed with ether to afford 4-[(5-bromo-pyridin-3-ylmethylene)-amino]-benzoic acid ethyl ester (16.3 g, 100%) as a light yellow solid: LC/MS m/e calcd for C15H13BrN2O2 (M+H)+: 334.19, o... The reactants are ClCCl (dichloromethane), C(#N)C1=CC=C(C2=CC=CC=C12)N[C@@H]1CC[C@H](CC1)OS(=O)(=O)C (Methanesulfonic acid trans-4-(4-cyanonaphthalen-1-ylamino)cyclohexyl ester), CC(C)([O-])C.[K+] (potassium tert-butoxide), CC(C)([O-])C.[K+] (potassium tert-butoxide). Run in CN(C)C=O.C1(=CC=CC=C1)C (DMF toluene). Conditions: time 30 minute. Product: Cl.C12CCC(CC1)N2C2=CC=C(C1=CC=CC=C21)C#N (4-(7-Azabicyclo[2.2.1]hept-7-yl)naphthalene-1-carbonitrile hydrochloride). Isolated yield 73.0%. As a reaction SMILES: [C:1]([C:3]1[C:12]2[C:7](=[CH:8][CH:9]=[CH:10][CH:11]=2)[C:6]([NH:13][C@H:14]2[CH2:19][CH2:18][C@H:17](OS(C)(=O)=O)[CH2:16][CH2:15]2)=[CH:5][CH:4]=1)#[N:2].CC(C)([O-])C.[K+].[Cl:31]CCl>CN(C=O)C.C1(C)C=CC=CC=1>[ClH:31].[CH:17]12[N:13]([C:6]3[C:7]4[C:12](=[CH:11][CH:10]=[CH:9][CH:8]=4)[C:3]([C:1]#[N:2])=[CH:4][CH:5]=3)[CH:14]([CH2:19][CH2:18]1)[CH2:15][CH2:16]2 |f:1.2,4.5,6.7|. Procedure details: 165RL97 (129 mg, 374 μmol) was stirred in DMF/toluene (1:1, 20 mL) at −40° C. and potassium tert-butoxide (42 mg, 374 μmol) was added. The stirring was continued for 30 min before the reaction mixture was brought to rt. After 2 hours, more potassium tert-butoxide (20 mg, 0.18 mol) was added and the reaction was stirred overnight. The mixture was diluted with dichloromethane (50 mL) and washed with water (3×30 mL). The organic layer was dried over sodium sulfate, filtered and evaporated and the r... Starting materials: [Al+3], ClCCl, Cc1coc(=O)[nH]1, [Cl-], [Cl-], [Cl-], O=C(Cl)c1ccc(-n2ccnc2)cc1. The product is Cc1[nH]c(=O)oc1C(=O)c1ccc(-n2ccnc2)cc1. Reaction SMILES: [Al+3:9].[CH2:26]([Cl:27])[Cl:28].[CH3:1][c:2]1[nH:3][c:4](=[O:7])[o:5][cH:6]1.[Cl-:10].[Cl-:11].[Cl-:8].[n:12]1(-[c:17]2[cH:18][cH:19][c:20]([C:21](=[O:22])[Cl:23])[cH:24][cH:25]2)[cH:13][n:14][cH:15][cH:16]1>>[CH3:1][c:2]1[nH:3][c:4](=[O:7])[o:5][c:6]1[C:21]([c:20]1[cH:19][cH:18][c:17](-[n:12]2[cH:13][n:14][cH:15][cH:16]2)[cH:25][cH:24]1)=[O:22]. Reactants: CC(=O)O, [Na+], [OH-], CCOC(=O)NC1=NN(c2ccccc2)C(=O)C1C. Yields the product CC1C(=O)N(c2ccccc2)N=C1N. As a reaction SMILES: [CH3:20][C:21](=[O:22])[OH:23].[Na+:25].[OH-:24].[c:1]1([N:7]2[N:8]=[C:9]([NH:14][C:15]([O:16][CH2:17][CH3:18])=[O:19])[CH:10]([CH3:13])[C:11]2=[O:12])[cH:2][cH:3][cH:4][cH:5][cH:6]1>>[c:1]1([N:7]2[N:8]=[C:9]([NH2:14])[CH:10]([CH3:13])[C:11]2=[O:12])[cH:2][cH:3][cH:4][cH:5][cH:6]1. Starting materials: O (water), [O-]S(=O)(=O)[O-].[Mg+2] (MgSO4). Product: MgSO4·7H2O, O.O.O.O.O.O.O.S(=O)(=O)([O-])[O-].[Mg+2] (magnesium sulfate heptahydrate). RXN SMILES: [OH2:1].[O-:2][S:3]([O-:6])(=[O:5])=[O:4].[Mg+2:7]>>[OH2:2].[OH2:1].[OH2:2].[OH2:2].[OH2:2].[OH2:2].[OH2:2].[S:3]([O-:6])([O-:5])(=[O:4])=[O:2].[Mg+2:7] |f:1.2,3.4.5.6.7.8.9.10.11|. Procedure: When testing for free water in MgSO4-treated drilling fluid, it is important to realize that the product formed by the reaction, MgSO4·7H2O, magnesium sulfate heptahydrate, has a melting temperature of only 150° C. (302° F.).